This data is from the Open Reaction Database (ORD), a public repository of structured organic reaction records. The task is: describe an organic reaction: reactants, conditions, products, and yield The reactants are C(C)(C)(C)C1=CC(=C(C(=O)NC2=CC(=CC=C2)S(=O)(=O)C)C=C1)OC1=C(C=C(C=C1)F)Cl (4-tert-butyl-2-(2-chloro-4-fluorophenoxy)-N-(3-(methylsulfonyl)phenyl)benzamide), [H-].[Na+] (NaH), C(=O)(O)[O-].[Na+] (NaHCO3), IC (iodomethane). Solvent: CN(C)C=O (DMF). Reaction conditions: time 5 minute. Yields the product C(C)(C)(C)C1=CC(=C(C(=O)N(C2=CC(=CC=C2)S(=O)(=O)C)C)C=C1)OC1=C(C=C(C=C1)F)Cl (4-tert-Butyl-2-(2-chloro-4-fluorophenoxy)-N-methyl-N-(3-(methylsulfonyl)phenyl)benzamide). RXN SMILES: [C:1]([C:5]1[CH:23]=[CH:22][C:8]([C:9]([NH:11][C:12]2[CH:17]=[CH:16][CH:15]=[C:14]([S:18]([CH3:21])(=[O:20])=[O:19])[CH:13]=2)=[O:10])=[C:7]([O:24][C:25]2[CH:30]=[CH:29][C:28]([F:31])=[CH:27][C:26]=2[Cl:32])[CH:6]=1)([CH3:4])([CH3:3])[CH3:2].[H-].[Na+].IC.[C:37]([O-])(O)=O.[Na+]>CN(C=O)C>[C:1]([C:5]1[CH:23]=[CH:22][C:8]([C:9]([N:11]([CH3:37])[C:12]2[CH:17]=[CH:16][CH:15]=[C:14]([S:18]([CH3:21])(=[O:20])=[O:19])[CH:13]=2)=[O:10])=[C:7]([O:24][C:25]2[CH:30]=[CH:29][C:28]([F:31])=[CH:27][C:26]=2[Cl:32])[CH:6]=1)([CH3:4])([CH3:2])[CH3:3] |f:1.2,4.5|. Procedure details: To a solution of 4-tert-butyl-2-(2-chloro-4-fluorophenoxy)-N-(3-(methylsulfonyl)phenyl)benzamide (14 mg, 30 μmol) in 0.30 mL DMF was added NaH (60% suspension in mineral oil, 3 mg, 80 μmol). After 5 min, iodomethane (5 μL, 80 μmol) was added to the reaction, and it was stirred for 16 h at room temperature. The reaction was worked up by adding sat. NaHCO3(aq) and extracting with CH2Cl2. The organic layer was filtered through a pad of Na2SO4 and evaporated. The product, 4-tert-butyl-2-(2-chloro-4-... Reactants: CC(=O)O, CC(C)=O, Ic1ccc(N2CCNCC2)cc1. The product is CC(C)N1CCN(c2ccc(I)cc2)CC1. RXN SMILES: [C:18]([OH:19])(=[O:20])[CH3:21].[CH3:14][C:15]([CH3:16])=[O:17].[I:1][c:2]1[cH:3][cH:4][c:5]([N:8]2[CH2:9][CH2:10][NH:11][CH2:12][CH2:13]2)[cH:6][cH:7]1>>[I:1][c:2]1[cH:3][cH:4][c:5]([N:8]2[CH2:9][CH2:10][N:11]([CH:15]([CH3:14])[CH3:16])[CH2:12][CH2:13]2)[cH:6][cH:7]1. Starting materials: Cl.C1(=C(C=CC=C1)NC(OC1CC2C3CC3C(C1)N2C)=O)C2=CC=CC=C2 (9-methyl-9-azatricyclo[3.3.1.0*2.4*]non-7-yl biphenyl-2-ylcarbamate hydrochloride), C([O-])([O-])=O.[Na+].[Na+] (sodium carbonate). Solvent: O (water). Run at temperature 75 celsius, time 30 day. Product: C1(=C(C=CC=C1)NC(OC1CC2C3CC3C(C1)N2C)=O)C2=CC=CC=C2 (9-methyl-9-azatricyclo[3.3.1.0*2.4*]non-7-yl biphenyl-2-ylcarbamate). Reaction SMILES: Cl.[C:2]1([C:22]2[CH:27]=[CH:26][CH:25]=[CH:24][CH:23]=2)[CH:7]=[CH:6][CH:5]=[CH:4][C:3]=1[NH:8][C:9](=[O:21])[O:10][CH:11]1[CH2:18][CH:17]2[N:19]([CH3:20])[CH:13]([CH:14]3[CH:16]2[CH2:15]3)[CH2:12]1.C(=O)([O-])[O-].[Na+].[Na+]>O>[C:2]1([C:22]2[CH:23]=[CH:24][CH:25]=[CH:26][CH:27]=2)[CH:7]=[CH:6][CH:5]=[CH:4][C:3]=1[NH:8][C:9](=[O:21])[O:10][CH:11]1[CH2:18][CH:17]2[N:19]([CH3:20])[CH:13]([CH:14]3[CH:16]2[CH2:15]3)[CH2:12]1 |f:0.1,2.3.4|. Procedure: 0.35 g of 9-methyl-9-azatricyclo[3.3.1.0*2.4*]non-7-yl biphenyl-2-ylcarbamate hydrochloride was dissolved in water, made basic with 10% sodium carbonate solution, and extracted with dichloromethane. The organic phase was dried over magnesium sulfate, filtered, and evaporated to dryness. The residue was dissolved in 10 mL acetonitrile, and after the addition of 1.2 g of 50% methyl bromide solution in acetonitrile, stirred for 30 days at 75° C. in a sealed pressure vessel. The solution was evapora...